Dataset: the Open Reaction Database (ORD), a public repository of structured organic reaction records. Task: describe an organic reaction: reactants, conditions, products, and yield Procedure details: The title compound was prepared from N-(4-{1-hydroxy-1-[1-(2-methoxyethyl)-1H-pyrrol-2-yl]-butyl}-phenyl)-N-methyl-benzenesulfonamide (Example 3) using triethylsilane and boron trifluoride diethyl etherate as described in Example 88 of co-pending application Ser. No. 10/354,922, entitled “Arylsulfonamidobenzylic Compounds” and provided below as Preparative Example B. The reactants are OC(CCC)(C=1N(C=CC1)CCOC)C1=CC=C(C=C1)N(S(=O)(=O)C1=CC=CC=C1)C (N-(4-{1-hydroxy-1-[1-(2-methoxyethyl)-1H-pyrrol-2-yl]-butyl}-phenyl)-N-methyl-benzenesulfonamide), C(C)[SiH](CC)CC (triethylsilane), B(F)(F)F.CCOCC (boron trifluoride diethyl etherate). Yields the product COCCN1C(=CC=C1)C(CCC)C1=CC=C(C=C1)N(S(=O)(=O)C1=CC=CC=C1)C (N-(4-{1-[1-(2-Methoxyethyl)-1-H-pyrrol-2-yl]-butyl}-phenyl)-N-methyl-benzenesulfonamide). Reaction SMILES: O[C:2]([C:15]1[CH:20]=[CH:19][C:18]([N:21]([CH3:31])[S:22]([C:25]2[CH:30]=[CH:29][CH:28]=[CH:27][CH:26]=2)(=[O:24])=[O:23])=[CH:17][CH:16]=1)([C:6]1[N:7]([CH2:11][CH2:12][O:13][CH3:14])[CH:8]=[CH:9][CH:10]=1)[CH2:3][CH2:4][CH3:5].C([SiH](CC)CC)C.B(F)(F)F.CCOCC>>[CH3:14][O:13][CH2:12][CH2:11][N:7]1[CH:8]=[CH:9][CH:10]=[C:6]1[CH:2]([C:15]1[CH:16]=[CH:17][C:18]([N:21]([CH3:31])[S:22]([C:25]2[CH:30]=[CH:29][CH:28]=[CH:27][CH:26]=2)(=[O:24])=[O:23])=[CH:19][CH:20]=1)[CH2:3][CH2:4][CH3:5] |f:2.3|. Reactants: [S] (sulfur), N1=CC=CC=C1 (pyridine), C=CC1=CC=CC=C1 (styrene), C(C)(C)(C)C=1C=C(C(O)=CC1)O (4-t-butylcatechol). Solvent: N (ammonia). Conditions: temperature 170 celsius. The product is C1(=CC=CC=C1)CC(=O)N (Phenylacetamide). RXN SMILES: [S].[N:2]1[CH:7]=[CH:6][CH:5]=[CH:4][CH:3]=1.[CH2:8]=[CH:9][C:10]1C=CC=CC=1.C(C1C=C(O)C(=CC=1)[OH:24])(C)(C)C>N>[C:5]1([CH2:6][C:7]([NH2:2])=[O:24])[CH:10]=[CH:9][CH:8]=[CH:3][CH:4]=1 |^3:0|. Reported procedure: A mixture of sulfur (15 g, 58.4 mmol), pyridine (15 mL, 14.67 g, 185.5 mmol), aqueous ammonia (28%; 20 mL), styrene (8.66 g, 83.3 mmol) and 4-t-butylcatechol (0.23 g, 1.69 mmol) was heated to 170° C. for 10 minutes then rapidly cooled using the cold-finger. Phenylacetamide was obtained upon workup (5.7 g, 51%). No impurities were detected in the 1H n.m.r. or 13C n.m.r. spectra. Reactants: BrC1=CC(=C(C=C1)CN1CCN(CC1)C(=O)OC(C)(C)C)C (tert-butyl 4-[(4-bromo-2-methylphenyl)methyl]piperazine-1-carboxylate), CC=1C=C(C=CC1)B(O)O ((3-methylphenyl)boronic acid), C([O-])([O-])=O.[K+].[K+] (potassium carbonate), O1CCOCC1 (dioxane). Reagents/catalysts: C=1C=CC(=CC1)[P](C=2C=CC=CC2)(C=3C=CC=CC3)[Pd]([P](C=4C=CC=CC4)(C=5C=CC=CC5)C=6C=CC=CC6)([P](C=7C=CC=CC7)(C=8C=CC=CC8)C=9C=CC=CC9)[P](C=1C=CC=CC1)(C=1C=CC=CC1)C=1C=CC=CC1 (Pd(PPh3)4). The solvent is O (water), O (water). Reaction conditions: temperature 80 celsius, time 8 hour. Yields the product CC1=C(C=CC(=C1)C1=CC(=CC=C1)C)CN1CCN(CC1)C(=O)OC(C)(C)C (tert-butyl 4-[[2-methyl-4-(3-methylphenyl)phenyl]methyl]piperazine-1-carboxylate). Isolated yield 102.3%. As a reaction SMILES: Br[C:2]1[CH:7]=[CH:6][C:5]([CH2:8][N:9]2[CH2:14][CH2:13][N:12]([C:15]([O:17][C:18]([CH3:21])([CH3:20])[CH3:19])=[O:16])[CH2:11][CH2:10]2)=[C:4]([CH3:22])[CH:3]=1.[CH3:23][C:24]1[CH:25]=[C:26](B(O)O)[CH:27]=[CH:28][CH:29]=1.C(=O)([O-])[O-].[K+].[K+].O1CCOCC1>O.C1C=CC([P]([Pd]([P](C2C=CC=CC=2)(C2C=CC=CC=2)C2C=CC=CC=2)([P](C2C=CC=CC=2)(C2C=CC=CC=2)C2C=CC=CC=2)[P](C2C=CC=CC=2)(C2C=CC=CC=2)C2C=CC=CC=2)(C2C=CC=CC=2)C2C=CC=CC=2)=CC=1>[CH3:22][C:4]1[CH:3]=[C:2]([C:28]2[CH:27]=[CH:26][CH:25]=[C:24]([CH3:23])[CH:29]=2)[CH:7]=[CH:6][C:5]=1[CH2:8][N:9]1[CH2:14][CH2:13][N:12]([C:15]([O:17][C:18]([CH3:21])([CH3:20])[CH3:19])=[O:16])[CH2:11][CH2:10]1 |f:2.3.4,^1:49,51,70,89|. Reported procedure: A 100 mL round-bottom flask was charged tert-butyl 4-[(4-bromo-2-methylphenyl)methyl]piperazine-1-carboxylate (1.90 g, 5.14 mmol, 1.00 equiv), (3-methylphenyl)boronic acid (2.12 g, 15.6 mmol, 3.00 equiv), potassium carbonate (2.15 g, 15.6 mmol, 3.00 equiv), Pd(PPh3)4 (0.600 g, 0.520 mmol, 0.10 equiv), dioxane (25 mL), water (2.5 mL) with an inert atmosphere of nitrogen. The resulting solution was stirred overnight at 80° C., diluted with water (50 mL), extracted with dichloromethane (3×40 mL) an...